From a dataset of the Open Reaction Database (ORD), a public repository of structured organic reaction records. describe an organic reaction: reactants, conditions, products, and yield Starting materials: C(C)(C)(C)OC(=O)[C@H]1N([C@H](SC1)C1=C(C=CC=C1)F)C(CNC(NC=1C=C(C(C(=O)OC)O)C=CC1)=O)=O (methyl (RS)-3-{3-{2-[(2R,4R)-4-tert-butoxycarbonyl-2-(2-fluorophenyl)-3-thiazolidinyl]-2-oxoethyl}ureido}mandelate), [OH-].[K+] (potassium hydroxide), crude product. The solvent is O.CO (water methanol), [OH-].[Na+] (sodium hydroxide). Product: C(C)(C)(C)OC(=O)[C@H]1N([C@H](SC1)C1=C(C=CC=C1)F)C(CNC(NC=1C=C(C(C(=O)O)O)C=CC1)=O)=O ((RS)-3-{3-{2-[(2R,4R)-4-tert-butoxycarbonyl-2-(2-fluorophenyl)-3-thiazolidinyl]-2-oxoethyl}ureido}mandelic acid). The yield is 22.0%. As a reaction SMILES: [C:1]([O:5][C:6]([C@@H:8]1[CH2:12][S:11][C@H:10]([C:13]2[CH:18]=[CH:17][CH:16]=[CH:15][C:14]=2[F:19])[N:9]1[C:20](=[O:38])[CH2:21][NH:22][C:23](=[O:37])[NH:24][C:25]1[CH:26]=[C:27]([CH:34]=[CH:35][CH:36]=1)[CH:28]([OH:33])[C:29]([O:31]C)=[O:30])=[O:7])([CH3:4])([CH3:3])[CH3:2].[OH-].[K+]>O.CO.[OH-].[Na+]>[C:1]([O:5][C:6]([C@@H:8]1[CH2:12][S:11][C@H:10]([C:13]2[CH:18]=[CH:17][CH:16]=[CH:15][C:14]=2[F:19])[N:9]1[C:20](=[O:38])[CH2:21][NH:22][C:23](=[O:37])[NH:24][C:25]1[CH:26]=[C:27]([CH:34]=[CH:35][CH:36]=1)[CH:28]([OH:33])[C:29]([OH:31])=[O:30])=[O:7])([CH3:4])([CH3:2])[CH3:3] |f:1.2,3.4,5.6|. Reported procedure: The operation is carried out in a fashion similar to that described in Example 77, but starting from 0.70 g of methyl (RS)-3-{3-{2-[(2R,4R)-4-tert-butoxycarbonyl-2-(2-fluorophenyl)-3-thiazolidinyl]-2-oxoethyl}ureido}mandelate in 7 cm3 of a water/methanol (30/70 by volume) mixture and 0.08 g of potassium hydroxide. The crude product (0.45 g) is dissolved in 8.5 cm3 of a 0.1N aqueous sodium hydroxide solution. The solution thus obtained is washed with 2 times 25 cm3 of ethyl acetate, filtered and ... The reactants are CCCCc1nc(SC)c(C(=O)O)n1Cc1ccc(-c2ccccc2S(N)(=O)=O)cc1, CC(C)O, [Na+], [OH-], O, O=S(Cl)Cl. Product: CCCCc1nc(SC)cn1Cc1ccc(-c2ccccc2S(N)(=O)=O)cc1. Reaction SMILES: [CH2:1]([CH2:2][CH2:3][CH3:4])[c:5]1[n:6][c:7]([S:30][CH3:31])[c:8]([C:27]([OH:28])=[O:29])[n:9]1[CH2:10][c:11]1[cH:12][cH:13][c:14](-[c:17]2[c:18]([S:23]([NH2:24])(=[O:25])=[O:26])[cH:19][cH:20][cH:21][cH:22]2)[cH:15][cH:16]1.[CH:38]([OH:39])([CH3:40])[CH3:41].[Na+:37].[OH-:36].[OH2:42].[S:32]([Cl:33])([Cl:34])=[O:35]>>[CH2:1]([CH2:2][CH2:3][CH3:4])[c:5]1[n:6][c:7]([S:30][CH3:31])[cH:8][n:9]1[CH2:10][c:11]1[cH:12][cH:13][c:14](-[c:17]2[c:18]([S:23]([NH2:24])(=[O:25])=[O:26])[cH:19][cH:20][cH:21][cH:22]2)[cH:15][cH:16]1. Starting materials: NCC(C)N (1,2-diaminopropane), C1(=CC=CC=C1)C(CN)N (1-phenylethane-1,2-diamine), C(C1=CC=CC=C1)(=O)NC=1C=C(C(=O)O)C=CN1 (2-benzamidoisonicotinic acid). Yields the product C1(=CC=CC=C1)C1N=C(NC1)C1=CC(=NC=C1)NC(C1=CC=CC=C1)=O (N-(4-(4-phenyl-4,5-dihydro-1H-imidazol-2-yl)pyridin-2-yl)benzamide). Isolated yield 17.0%. RXN SMILES: NCC(N)C.[C:6]1([CH:12]([NH2:15])[CH2:13][NH2:14])[CH:11]=[CH:10][CH:9]=[CH:8][CH:7]=1.[C:16]([NH:24][C:25]1[CH:26]=[C:27]([CH:31]=[CH:32][N:33]=1)[C:28](O)=O)(=[O:23])[C:17]1[CH:22]=[CH:21][CH:20]=[CH:19][CH:18]=1>>[C:6]1([CH:12]2[CH2:13][NH:14][C:28]([C:27]3[CH:31]=[CH:32][N:33]=[C:25]([NH:24][C:16](=[O:23])[C:17]4[CH:18]=[CH:19][CH:20]=[CH:21][CH:22]=4)[CH:26]=3)=[N:15]2)[CH:11]=[CH:10][CH:9]=[CH:8][CH:7]=1. Reported procedure: Following the procedure as described in Example 9, making variations as required to replace 1,2-diaminopropane with 1-phenylethane-1,2-diamine to react with 2-benzamidoisonicotinic acid, N-(4-(4-phenyl-4,5-dihydro-1H-imidazol-2-yl)pyridin-2-yl)benzamide was obtained in 17% yield: MS (ES+) m/z 343.3 (M+1). Reactants: O=C([O-])[O-], Cc1ccccc1, CCOC(C)=O, CCO, O=Cc1ccc(B(O)O)cc1, Clc1cncnc1, Cl, [Na+], [Na+]. The product is O=Cc1ccc(-c2cncnc2)cc1. Reaction SMILES: [C:1](=[O:2])([O-:3])[O-:4].[CH3:29][c:30]1[cH:31][cH:32][cH:33][cH:34][cH:35]1.[CH3:36][CH2:37][O:38][C:39](=[O:40])[CH3:41].[CH3:7][CH2:8][OH:9].[CH:18](=[O:19])[c:20]1[cH:21][cH:22][c:23]([B:26]([OH:27])[OH:28])[cH:24][cH:25]1.[Cl:11][c:12]1[cH:13][n:14][cH:15][n:16][cH:17]1.[ClH:10].[Na+:5].[Na+:6]>>[c:12]1(-[c:23]2[cH:22][cH:21][c:20]([CH:18]=[O:19])[cH:25][cH:24]2)[cH:13][n:14][cH:15][n:16][cH:17]1. Reactants: Cl.NN (hydrazine.hydrochloride), CCO/C=C/C(=O)C(F)(F)F (ETFBO), FC(C(=O)Cl)(F)F (trifluoroacetyl chloride), C(=C)OCC (ethyl vinyl ether). Solvent: CO (methanol). Yields the product FC(C1=NNC=C1)(F)F (3-(trifluoromethyl)1H-pyrazole). As a reaction SMILES: Cl.[NH2:2][NH2:3].CCO/[CH:7]=[CH:8]/[C:9]([C:11]([F:14])([F:13])[F:12])=O.FC(F)(F)C(Cl)=O.C(OCC)=C>CO>[F:12][C:11]([F:14])([F:13])[C:9]1[CH:8]=[CH:7][NH:3][N:2]=1 |f:0.1|. Procedure: To a solution of 4.4 moles hydrazine.hydrochloride in 2.2 L of methanol in a 3-necked flask, equipped with a mechanical stirrer, a reflux condenser and a dropping funnel an equimolar amount of ETFBO which had been manufactured by addition of trifluoroacetyl chloride to ethyl vinyl ether was added dropwise over about 4 hours under N2 atmosphere. The temperature of the reaction mixture was kept below 15° C. After 12 h of reflux, the reaction batch was filtered in a 2-L flask and concentrated under...